Dataset: the Open Reaction Database (ORD), a public repository of structured organic reaction records. Task: describe an organic reaction: reactants, conditions, products, and yield Reactants: ClC1=NC=CC=C1[N+](=O)[O-] (2-chloro-3-nitro-pyridine), C(C)N(C=1C=C(C=CC1)S)CC (3-diethylaminothiophenol). The product is C(C)N(C=1C=C(SC2=NC=CC=C2[N+](=O)[O-])C=CC1)CC (2(3'-diethylaminothiophenoxy)-3-nitro-pyridine), 3-amino. RXN SMILES: Cl[C:2]1[C:7]([N+:8]([O-:10])=[O:9])=[CH:6][CH:5]=[CH:4][N:3]=1.[CH2:11]([N:13]([CH2:21][CH3:22])[C:14]1[CH:15]=[C:16]([SH:20])[CH:17]=[CH:18][CH:19]=1)[CH3:12]>>[CH2:21]([N:13]([CH2:11][CH3:12])[C:14]1[CH:15]=[C:16]([CH:17]=[CH:18][CH:19]=1)[S:20][C:2]1[C:7]([N+:8]([O-:10])=[O:9])=[CH:6][CH:5]=[CH:4][N:3]=1)[CH3:22]. Reported procedure: Thus, for example, a compound of the formula ##STR16## is obtained by reaction of 2-chloro-3-nitro-pyridine with 3-diethylaminothiophenol to give 2(3'-diethylaminothiophenoxy)-3-nitro-pyridine, reduction to the 3-amino compound, diazotisation and intramolecular coupling. The oxadiazepine derivative ##STR17## is obtained, for example, by reaction of 3-chloro-4-nitroanisole with 1-diethylamino-3-hydroxynaphthalene to give 1-diethylamino-3-(5'-methoxy-2'-nitro-phenoxy)-naphthalene, reduction to the... The reactants are CCOC(=O)CC(C=CCCCCc1cccc(NCc2ccc(OC)cc2)n1)c1cncnc1, CC(=O)O, CO. Yields the product CCOC(=O)CC(C=CCCCCc1cccc(N(C)Cc2ccc(OC)cc2)n1)c1cncnc1. RXN SMILES: [CH2:1]([CH3:2])[O:3][C:4]([CH2:5][CH:6]([CH:7]=[CH:8][CH2:9][CH2:10][CH2:11][CH2:12][c:13]1[n:14][c:15]([NH:19][CH2:20][c:21]2[cH:22][cH:23][c:24]([O:27][CH3:28])[cH:25][cH:26]2)[cH:16][cH:17][cH:18]1)[c:29]1[cH:30][n:31][cH:32][n:33][cH:34]1)=[O:35].[CH3:36][C:37](=[O:38])[OH:39].[CH3:40][OH:41]>>[CH2:1]([CH3:2])[O:3][C:4]([CH2:5][CH:6]([CH:7]=[CH:8][CH2:9][CH2:10][CH2:11][CH2:12][c:13]1[n:14][c:15]([N:19]([CH2:20][c:21]2[cH:22][cH:23][c:24]([O:27][CH3:28])[cH:25][cH:26]2)[CH3:36])[cH:16][cH:17][cH:18]1)[c:29]1[cH:30][n:31][cH:32][n:33][cH:34]1)=[O:35].